This data is from the Open Reaction Database (ORD), a public repository of structured organic reaction records. The task is: describe an organic reaction: reactants, conditions, products, and yield The reactants are O (water), C(C)(=O)O (acetic acid), COC1=CC(=CC=2COCOC21)C(C=2NC(N(N2)C2=NC=CC=N2)=O)NC2=CC=C(C=C2)C2=NOC(=N2)C (5-{(8-methoxy-4H-benzo[1,3]dioxin-6-yl)-[4-(5-methyl-[1,2,4]oxadiazol-3-yl)phenylamino]methyl}-2-pyrimidin-2-yl-2,4-dihydro-[1,2,4]triazol-3-one), O (water), C(C)(=O)O (acetic acid). Reagents/catalysts: [Fe] (iron). Solvent: CO (methanol), CO (methanol). Conditions: temperature 60 celsius, time 8 hour. Product: C(C)(=O)O.COC1=CC(=CC=2COCOC21)C(C2=NN(C(N2)=O)C2=NC=CC=N2)NC2=CC=C(C(=N)N)C=C2 (4-{[(8-methoxy-4H-benzo[1,3]dioxin-6-yl)-(5-oxo-1-pyrimidin-2-yl-4,5-dihydro-1H-[1,2,4]triazol-3-yl)methyl]amino}benzamidine acetate). As a reaction SMILES: [CH3:1][O:2][C:3]1[C:12]2[O:11][CH2:10][O:9][CH2:8][C:7]=2[CH:6]=[C:5]([CH:13]([NH:26][C:27]2[CH:32]=[CH:31][C:30]([C:33]3[N:37]=C(C)O[N:34]=3)=[CH:29][CH:28]=2)[C:14]2[NH:15][C:16](=[O:25])[N:17]([C:19]3[N:24]=[CH:23][CH:22]=[CH:21][N:20]=3)[N:18]=2)[CH:4]=1.O.[C:40]([OH:43])(=[O:42])[CH3:41]>CO.[Fe]>[C:40]([OH:43])(=[O:42])[CH3:41].[CH3:1][O:2][C:3]1[C:12]2[O:11][CH2:10][O:9][CH2:8][C:7]=2[CH:6]=[C:5]([CH:13]([NH:26][C:27]2[CH:32]=[CH:31][C:30]([C:33]([NH2:37])=[NH:34])=[CH:29][CH:28]=2)[C:14]2[NH:15][C:16](=[O:25])[N:17]([C:19]3[N:20]=[CH:21][CH:22]=[CH:23][N:24]=3)[N:18]=2)[CH:4]=1 |f:5.6|. Procedure details: To a solution of 814 mg of 5-{(8-methoxy-4H-benzo[1,3]dioxin-6-yl)-[4-(5-methyl-[1,2,4]oxadiazol-3-yl)phenylamino]methyl}-2-pyrimidin-2-yl-2,4-dihydro-[1,2,4]triazol-3-one in 15 ml of a methanol:water:acetic acid=1:1:1 mixed solvent there was added 1 g of iron powder, and the mixture was stirred overnight at 60° C. under a nitrogen atmosphere. After adding 7.5 ml of a methanol:water:acetic acid=1:1:1 mixed solvent to the reaction mixture, the mixture was further stirred at 60° C. for 5 hours. Af... The reactants are BrCC(C(C)(C)C)=O (1-bromopinacolone), NC1=NC=C(C=C1)[N+](=O)[O-] (2-amino-5-nitropyridine). The solvent is C(C)(=O)OCC (ethyl acetate). Product: C(C)(C)(C)C=1N=C2N(C=C(C=C2)[N+](=O)[O-])C1 (2-Tertiary butyl-6-nitroimidazo[1,2-a]pyridine). Reaction SMILES: Br[CH2:2][C:3](=O)[C:4]([CH3:7])([CH3:6])[CH3:5].[NH2:9][C:10]1[CH:15]=[CH:14][C:13]([N+:16]([O-:18])=[O:17])=[CH:12][N:11]=1>C(OCC)(=O)C>[C:4]([C:3]1[N:9]=[C:10]2[CH:15]=[CH:14][C:13]([N+:16]([O-:18])=[O:17])=[CH:12][N:11]2[CH:2]=1)([CH3:7])([CH3:6])[CH3:5]. Reported procedure: Operations similar to Production Example 1-(2) were conducted using 1-bromopinacolone and 2-amino-5-nitropyridine. The solid whereupon obtained was suspended in ethyl acetate, and washed with saturated aqueous sodium hydrogencarbonate solution to provide the title compound as yellow solid. Starting materials: ClC1=NC(=C2N=C(N(C2=N1)C)CN1CC(C(CC1)N(C)C)F)N1CCOCC1 (racemic 1-((2-chloro-9-methyl-6-morpholino-9H-purin-8-yl)methyl)-3-fluoro-N,N-dimethylpiperidin-4-amine), C(C)C=1NC2=C(N1)C=CC=C2 (2-ethylbenzimidazole). Product: C(C)C1=NC2=C(N1C1=NC(=C3N=C(N(C3=N1)C)CN1C[C@@H]([C@@H](CC1)N(C)C)F)N1CCOCC1)C=CC=C2 ((3S,4R)-1-((2-(2-ethyl-1H-benzo[d]imidazol-1-yl)-9-methyl-6-morpholino-9H-purin-8-yl)methyl)-3-fluoro-N,N-dimethylpiperidin-4-amine). As a reaction SMILES: Cl[C:2]1[N:10]=[C:9]2[C:5]([N:6]=[C:7]([CH2:12][N:13]3[CH2:18][CH2:17][CH:16]([N:19]([CH3:21])[CH3:20])[CH:15]([F:22])[CH2:14]3)[N:8]2[CH3:11])=[C:4]([N:23]2[CH2:28][CH2:27][O:26][CH2:25][CH2:24]2)[N:3]=1.[CH2:29]([C:31]1[NH:32][C:33]2[CH:39]=[CH:38][CH:37]=[CH:36][C:34]=2[N:35]=1)[CH3:30]>>[CH2:29]([C:31]1[N:32]([C:2]2[N:10]=[C:9]3[C:5]([N:6]=[C:7]([CH2:12][N:13]4[CH2:18][CH2:17][C@@H:16]([N:19]([CH3:20])[CH3:21])[C@@H:15]([F:22])[CH2:14]4)[N:8]3[CH3:11])=[C:4]([N:23]3[CH2:28][CH2:27][O:26][CH2:25][CH2:24]3)[N:3]=2)[C:33]2[CH:39]=[CH:38][CH:37]=[CH:36][C:34]=2[N:35]=1)[CH3:30]. Procedure details: Following General Procedure I for Buchwald coupling, racemic 1-((2-chloro-9-methyl-6-morpholino-9H-purin-8-yl)methyl)-3-fluoro-N,N-dimethylpiperidin-4-amine and 2-ethylbenzimidazole were reacted. The enantiomers were separated by SFC to give 227. LCMS m/z: 522.3 (MH+) Starting materials: C(C)OC(=O)C1=C(C=2C=NC=CC2N1C)NC1=C(C=C(C=C1)C(C)C)Cl (3-(2-chloro-4-isopropyl-phenylamino)-1-methyl-1H-pyrrolo[3,2-c]pyridine-2-carboxylic acid ethyl ester), [OH-].[Na+] (NaOH), Cl (HCl). The solvent is IMS. The product is ClC1=C(C=CC(=C1)C(C)C)NC1=C(N(C2=C1C=NC=C2)C)C(=O)O (3-(2-Chloro-4-isopropyl-phenylamino)-1-methyl-1H-pyrrolo[3,2-c]pyridine-2-carboxylic acid). Isolated yield 103.2%. Reaction SMILES: C([O:3][C:4]([C:6]1[N:14]([CH3:15])[C:13]2[CH:12]=[CH:11][N:10]=[CH:9][C:8]=2[C:7]=1[NH:16][C:17]1[CH:22]=[CH:21][C:20]([CH:23]([CH3:25])[CH3:24])=[CH:19][C:18]=1[Cl:26])=[O:5])C.[OH-].[Na+].Cl>>[Cl:26][C:18]1[CH:19]=[C:20]([CH:23]([CH3:25])[CH3:24])[CH:21]=[CH:22][C:17]=1[NH:16][C:7]1[C:8]2[CH:9]=[N:10][CH:11]=[CH:12][C:13]=2[N:14]([CH3:15])[C:6]=1[C:4]([OH:5])=[O:3] |f:1.2|. Procedure: A solution of 3-(2-chloro-4-isopropyl-phenylamino)-1-methyl-1H-pyrrolo[3,2-c]pyridine-2-carboxylic acid ethyl ester (230 mg, 0.62 mmol) and 1M NaOH (0.74 ml, 7.4 mmol) in IMS (5 ml) was heated at 60° C. for 3 hours. The reaction mixture was cooled to ambient temperature then acidified to pH 5 using 1M HCl. The fine yellow suspension was filtered to provide the title compound as a yellow solid (220 mg, 100%). LCMS (method B): RT=2.53 min, M+H+=344. The reactants are NC1=C(C(=O)C2=CC=C(C=C2)Cl)C=CC=C1 (2-amino-4'-chlorobenzophenone), NC=1C(=NC=CC1)Cl (3-amino-2-chloropyridine). The solvent is C(Cl)Cl (methylene chloride). Conditions: temperature 180 celsius, time 30 minute. Product: ClC1=CC=C(C=C1)C1=NC2=C(NC3=C1C=CC=C3)N=CC=C2 (6-(4-Chlorophenyl)-11H-pyrido[2,3-b][1,4]benzodiazepine). The yield is 8.8%. Reaction SMILES: [NH2:1][C:2]1[CH:16]=[CH:15][CH:14]=[CH:13][C:3]=1[C:4]([C:6]1[CH:11]=[CH:10][C:9]([Cl:12])=[CH:8][CH:7]=1)=O.[NH2:17][C:18]1[C:19](Cl)=[N:20][CH:21]=[CH:22][CH:23]=1>C(Cl)Cl>[Cl:12][C:9]1[CH:10]=[CH:11][C:6]([C:4]2[C:3]3[CH:13]=[CH:14][CH:15]=[CH:16][C:2]=3[NH:1][C:19]3[N:20]=[CH:21][CH:22]=[CH:23][C:18]=3[N:17]=2)=[CH:7][CH:8]=1. Reported procedure: A mixture of 23.2 g (0.10 mole) of 2-amino-4'-chlorobenzophenone and 14.7 g (0.11 mole) of 3-amino-2-chloropyridine (96%) were heated for 1.5 hr at 180° C. under nitrogen atmosphere. The mixture was cooled to room temperature and methylene chloride added. After stirring for 30 min., solids were separated by filtration and triturated in hot 190 proof ethanol. The remaining insoluble material was collected by filtration and recrystallized from benzeneisooctane to give 2.7 g product, m.p. 203°-204.... The reactants are NC(C#CC1=CC=C2C=C(C(=C(C2=C1)C1=CC=C(C=C1)Cl)C(C(=O)O)OC(C)(C)C)C)(C)C (2-(7-(3-amino-3-methylbut-1-ynyl)-1-(4-chlorophenyl)-3-methylnaphthalen-2-yl)-2-tert-butoxyacetic acid), ClC(=O)OC (methyl chloroformate). Yields the product C(C)(C)(C)OC(C(=O)O)C1=C(C2=CC(=CC=C2C=C1C)C#CC(C)(C)NC(=O)OC)C1=CC=C(C=C1)Cl (2-tert-butoxy-2-(1-(4-chlorophenyl)-7-(3-(methoxycarbonylamino)-3-methylbut-1-ynyl)-3-methylnaphthalen-2-yl)acetic acid). RXN SMILES: [NH2:1][C:2]([CH3:33])([CH3:32])[C:3]#[C:4][C:5]1[CH:14]=[C:13]2[C:8]([CH:9]=[C:10]([CH3:31])[C:11]([CH:22]([O:26][C:27]([CH3:30])([CH3:29])[CH3:28])[C:23]([OH:25])=[O:24])=[C:12]2[C:15]2[CH:20]=[CH:19][C:18]([Cl:21])=[CH:17][CH:16]=2)=[CH:7][CH:6]=1.Cl[C:35]([O:37][CH3:38])=[O:36]>>[C:27]([O:26][CH:22]([C:11]1[C:10]([CH3:31])=[CH:9][C:8]2[C:13](=[CH:14][C:5]([C:4]#[C:3][C:2]([NH:1][C:35]([O:37][CH3:38])=[O:36])([CH3:33])[CH3:32])=[CH:6][CH:7]=2)[C:12]=1[C:15]1[CH:20]=[CH:19][C:18]([Cl:21])=[CH:17][CH:16]=1)[C:23]([OH:25])=[O:24])([CH3:28])([CH3:30])[CH3:29]. Procedure details: 2-tert-Butoxy-2-(1-(4-chlorophenyl)-7-(3-(methoxycarbonylamino)-3-methylbut-1-ynyl)-3-methylnaphthalen-2-yl)acetic acid (97) was prepared by the method of Example 94 from 2-(7-(3-amino-3-methylbut-1-ynyl)-1-(4-chlorophenyl)-3-methylnaphthalen-2-yl)-2-tert-butoxyacetic acid using methyl chloroformate. 1H-NMR: 400 MHz, (CD3OD) δ: 7.72 (d, J=8 Hz, 1H), 7.67 (s, 1H), 7.57 (m, 3H), 7.40 (d, J=8 Hz, 1H), 7.31 (d, J=9 Hz, 1H), 7.26 (s, 1H), 5.16 (s, 1H), 3.60 (s, 3H), 2.60 (s, 3H), 1.58 (s, 6H), 0.98 (... Reactants: ClC1=C(C=C(C=C1)[C@H]1[C@@H](CN(CCO1)C(=O)OC(C)(C)C)COS(=O)(=O)C)F (tert-butyl (6S,7R)-7-(4-chloro-3-fluorophenyl)-6-{[(methylsulfonyl)oxy]methyl}-1,4-oxazepane-4-carboxylate), O=C1NC=CC=C1C(=O)OC (methyl 2-oxo-1,2-dihydropyridine-3-carboxylate). Yields the product Cl.ClC1=C(C=C(C=C1)[C@H]1[C@@H](CNCCO1)COC1=NC=CC=C1C(=O)OC)F (Methyl 2-{[(6S,7R)-7-(4-chloro-3-fluorophenyl)-1,4-oxazepan-6-yl]methoxy}pyridine-3-carboxylate monohydrochloride). RXN SMILES: [Cl:1][C:2]1[CH:7]=[CH:6][C:5]([C@@H:8]2[O:14][CH2:13][CH2:12][N:11](C(OC(C)(C)C)=O)[CH2:10][C@H:9]2[CH2:22][O:23]S(C)(=O)=O)=[CH:4][C:3]=1[F:28].O=[C:30]1[C:35]([C:36]([O:38][CH3:39])=[O:37])=[CH:34][CH:33]=[CH:32][NH:31]1>>[ClH:1].[Cl:1][C:2]1[CH:7]=[CH:6][C:5]([C@@H:8]2[O:14][CH2:13][CH2:12][NH:11][CH2:10][C@H:9]2[CH2:22][O:23][C:30]2[C:35]([C:36]([O:38][CH3:39])=[O:37])=[CH:34][CH:33]=[CH:32][N:31]=2)=[CH:4][C:3]=1[F:28] |f:2.3|. Procedure: Using tert-butyl (6S,7R)-7-(4-chloro-3-fluorophenyl)-6-{[(methylsulfonyl)oxy]methyl}-1,4-oxazepane-4-carboxylate and methyl 2-oxo-1,2-dihydropyridine-3-carboxylate, and by a method similar to that in Example 31, steps C and E, the title compound was obtained. Reactants: COC(=O)C1=CC=C2C(=CNC2=C1)C=O (3-formyl-1H-indole-6-carboxylic acid methyl ester), O1CCN(CC1)C1=CC=C(N)C=C1 (4-morpholinoaniline), C(CCC)[Sn](CCCC)(Cl)Cl (dibutyltin dichloride), C1(=CC=CC=C1)[SiH3] (phenylsilane). Yields the product COC(=O)C1=CC=C2C(=CNC2=C1)CNC1=CC=C(C=C1)N1CCOCC1 (3-[(4-Morpholin-4-yl-phenylamino)-methyl]-1H-indole-6-carboxylic acid methyl ester). Reported procedure: To a solution of 3-formyl-1H-indole-6-carboxylic acid methyl ester (500 mg, 2.46 mmol), 4-morpholinoaniline (482.3 mg, 2.71 mmol) and dibutyltin dichloride (76 mg, 0.25 mmol) in THF was added phenylsilane (334 μl, 2.71 mmol). The mixture was stirred at room temperature overnight under nitrogen, THF was evaporated off the mixture and the residue was purified by flash chromatography (hexane/EtOAc, 20/80) to afford the title compound 123 (881 mg, 98%). 1H-NMR (DMSO) δ: 8.00 (d, J=1.0 Hz, 1H), 7.70 ... Run in C1CCOC1 (THF). Reaction SMILES: [CH3:1][O:2][C:3]([C:5]1[CH:13]=[C:12]2[C:8]([C:9]([CH:14]=O)=[CH:10][NH:11]2)=[CH:7][CH:6]=1)=[O:4].[O:16]1[CH2:21][CH2:20][N:19]([C:22]2[CH:28]=[CH:27][C:25]([NH2:26])=[CH:24][CH:23]=2)[CH2:18][CH2:17]1.C([Sn](Cl)(Cl)CCCC)CCC.C1([SiH3])C=CC=CC=1>C1COCC1>[CH3:1][O:2][C:3]([C:5]1[CH:13]=[C:12]2[C:8]([C:9]([CH2:14][NH:26][C:25]3[CH:24]=[CH:23][C:22]([N:19]4[CH2:20][CH2:21][O:16][CH2:17][CH2:18]4)=[CH:28][CH:27]=3)=[CH:10][NH:11]2)=[CH:7][CH:6]=1)=[O:4]. Conditions: time 8 hour. The yield is 98.0%. Reactants: OC(=CCl)C=1C=C2C(CCC(C2=CC1OCCC)(C)C)(C)C (chloroenal), P(=O)(Cl)(Cl)Cl (Phosphorus oxychloride), C(O)([O-])=O.[Na+] (sodium hydrogen carbonate), C(CC)OC=1C(=CC=2C(CCC(C2C1)(C)C)(C)C)C(C)=O (1-(3-propoxy-5,6,7,8-tetrahydro-5,5,8,8,-tetramethylnaphthalen-2-yl)ethanone), ice water, OC(=CCl)C=1C=C2C(CCC(C2=CC1OCCC)(C)C)(C)C (chloroenal), [OH-].[Na+] (NaOH). Run in CN(C=O)C (dimethyl formamide), [Cl-].[Na+].O (brine), O1CCOCC1.O (dioxane water), O1CCOCC1.O (dioxane H2O). Conditions: temperature 60 celsius, time 30 minute. The product is C(#C)C=1C=C2C(CCC(C2=CC1OCCC)(C)C)(C)C (6-ethynyl-1,1,4,4,-tetramethyl-7-propoxy-1,2,3,4-tetrahydronaphthalene). Yield: 39.0%. Reaction SMILES: P(Cl)(Cl)(Cl)=O.[CH2:6]([O:9][C:10]1[C:11]([C:24](=O)[CH3:25])=[CH:12][C:13]2[C:14]([CH3:23])([CH3:22])[CH2:15][CH2:16][C:17]([CH3:21])([CH3:20])[C:18]=2[CH:19]=1)[CH2:7][CH3:8].C(=O)([O-])O.[Na+].OC(C1C=C2C(=CC=1OCCC)C(C)(C)CCC2(C)C)=CCl.[OH-].[Na+]>O1CCOCC1.O.[Cl-].[Na+].O.CN(C)C=O>[C:24]([C:11]1[CH:12]=[C:13]2[C:18](=[CH:19][C:10]=1[O:9][CH2:6][CH2:7][CH3:8])[C:17]([CH3:21])([CH3:20])[CH2:16][CH2:15][C:14]2([CH3:22])[CH3:23])#[CH:25] |f:2.3,5.6,7.8,9.10.11|. Procedure details: Phosphorus oxychloride (0.234 grams, 0.142 ml, 1.52 mmol) was added dropwise to dimethyl formamide (DMF) (4 ml) at room temperature under a nitrogen atmosphere. The solution was stirred for 30 minutes. The 1-(3-propoxy-5,6,7,8-tetrahydro-5,5,8,8,-tetramethylnaphthalen-2-yl)ethanone was added quickly (in one portion) to the orange solution, the reaction solution was heated to 60° C. and was stirred for 12 hours. The obtained dark brown solution was poured into ice water and the aqueous layer was ... Starting materials: ClC1=NC=NC(=C1C=O)Cl (4,6-dichloropyrimidine-5-carboaldehyde), CO (methanol), C[O-].[Na+] (sodium methoxide). Yields the product COC1=NC=NC(=C1C=O)OC (4,6-dimethoxypyrimidine-5-carboaldehyde). Isolated yield 20.0%. As a reaction SMILES: Cl[C:2]1[C:7]([CH:8]=[O:9])=[C:6](Cl)[N:5]=[CH:4][N:3]=1.[CH3:11][O-:12].[Na+].[CH3:14][OH:15]>>[CH3:11][O:12][C:2]1[C:7]([CH:8]=[O:9])=[C:6]([O:15][CH3:14])[N:5]=[CH:4][N:3]=1 |f:1.2|. Reported procedure: 43.6 g (246 mmol) of 4,6-dichloropyrimidine-5-carboaldehyde was dissolved in 200 ml of methanol, and 120 g (622 mmol) of 28% sodium methoxide was added under cooling with ice and then reacted for 2 hours at room temperature. After completion of the reaction, the solvent was distilled off, and an aqueous citric acid solution was added, followed by extraction with ethyl acetate. The organic layer was washed with an aqueous sodium hydrogencarbonate solution, an aqueous citric acid solution, water a...